This data is from the Open Reaction Database (ORD), a public repository of structured organic reaction records. The task is: describe an organic reaction: reactants, conditions, products, and yield The reactants are O=C(O)c1ccccc1B(O)O, [Na+], [Na+], O=C([O-])[O-], C1COCCO1, O, O=C1N(c2ccccc2)C(c2cccc(Br)c2)CN1S(=O)(=O)c1ccccc1. Yields the product O=C(O)c1ccccc1-c1cccc(C2CN(S(=O)(=O)c3ccccc3)C(=O)N2c2ccccc2)c1. As a reaction SMILES: [C:29](=[O:30])([OH:31])[c:32]1[c:33]([B:38]([OH:39])[OH:40])[cH:34][cH:35][cH:36][cH:37]1.[Na+:41].[Na+:42].[O-:43][C:44](=[O:45])[O-:46].[O:48]1[CH2:49][CH2:50][O:51][CH2:52][CH2:53]1.[OH2:47].[c:1]1([S:7](=[O:8])(=[O:9])[N:10]2[C:11](=[O:28])[N:12]([c:22]3[cH:23][cH:24][cH:25][cH:26][cH:27]3)[CH:13]([c:15]3[cH:16][c:17]([Br:21])[cH:18][cH:19][cH:20]3)[CH2:14]2)[cH:2][cH:3][cH:4][cH:5][cH:6]1>>[c:1]1([S:7](=[O:8])(=[O:9])[N:10]2[C:11](=[O:28])[N:12]([c:22]3[cH:23][cH:24][cH:25][cH:26][cH:27]3)[CH:13]([c:15]3[cH:16][c:17](-[c:33]4[c:32]([C:29](=[O:30])[OH:31])[cH:37][cH:36][cH:35][cH:34]4)[cH:18][cH:19][cH:20]3)[CH2:14]2)[cH:2][cH:3][cH:4][cH:5][cH:6]1. Reactants: C(C)OC#C (ethoxy acetylene), C(CCC)[Li] (n-butyl lithium), C(C1=CC=CC=C1)Br (benzyl bromide), CN(C)P(=O)(N(C)C)N(C)C (HMPA). Run in C1CCOC1 (THF). Conditions: time 2 hour. Product: C(C)OC#CCC1=CC=CC=C1 ((3-Ethoxy-prop-2-ynyl)-benzene). The yield is 99.0%. RXN SMILES: [CH2:1]([O:3][C:4]#[CH:5])[CH3:2].C([Li])CCC.CN(P(N(C)C)(N(C)C)=O)C.[CH2:22](Br)[C:23]1[CH:28]=[CH:27][CH:26]=[CH:25][CH:24]=1>C1COCC1>[CH2:4]([O:3][C:1]#[C:2][CH2:22][C:23]1[CH:28]=[CH:27][CH:26]=[CH:25][CH:24]=1)[CH3:5]. Procedure: To a solution of ethoxy acetylene (9.95 g of 50% w/w. solution in hexanes, 70 mmol) in THF (100 ml) at −78° was added n-butyl lithium (31 ml of 2.5M solution in hexanes, 78 mmol). The mixture was stirred at this temperature for 2 h. prior to the addition of HMPA (20 ml), stirring was continued for a further 15 min. before the addition of benzyl bromide (9.2 ml). The reaction mixture was allowed to warm to room temperature overnight before partitioning between EtOAc (300 ml) and water (200 ml). T... The reactants are CC1(OC[C@@H](O1)CON)C ((R)-O-(2,2-dimethyl-[1,3]dioxolan-4-ylmethyl)-hydroxylamine), amine, FC=1C(=C(C(=O)O)C=CC1F)NC1=C(C=C(C=C1)I)F (3,4-difluoro-2-(2-fluoro-4-iodo-phenylamino)-benzoic acid), N,N′-carbonyldiimidazole, C(C)#N (acetonitrile), Cl (hydrochloric acid). Solvent: C1(=CC=CC=C1)C (toluene). Run at time 90 minute. The product is O[C@@H](CONC(C1=C(C(=C(C=C1)F)F)NC1=C(C=C(C=C1)I)F)=O)CO (N-[(R)-2,3-Dihydroxy-propoxy]-3,4-difluoro-2-(2-fluoro-4-iodo-phenylamino)-benzamide). Reaction SMILES: [F:1][C:2]1[C:3]([NH:12][C:13]2[CH:18]=[CH:17][C:16]([I:19])=[CH:15][C:14]=2[F:20])=[C:4]([CH:8]=[CH:9][C:10]=1[F:11])[C:5]([OH:7])=O.C(#N)C.CC1(C)[O:29][C@@H:28]([CH2:30][O:31][NH2:32])[CH2:27][O:26]1.Cl>C1(C)C=CC=CC=1>[OH:29][C@H:28]([CH2:27][OH:26])[CH2:30][O:31][NH:32][C:5](=[O:7])[C:4]1[CH:8]=[CH:9][C:10]([F:11])=[C:2]([F:1])[C:3]=1[NH:12][C:13]1[CH:18]=[CH:17][C:16]([I:19])=[CH:15][C:14]=1[F:20]. Procedure: To a flask containing 3,4-difluoro-2-(2-fluoro-4-iodo-phenylamino)-benzoic acid (2.6 kg, 6.6 mol) and N,N′-carbonyldiimidazole (1.1 kg, 6.8 mol) under nitrogen atmosphere, was added 12 L of dry acetonitrile. After stirring at 22°±5° C. for about 90 minutes, a solution of (R)-O-(2,2-dimethyl-[1,3]dioxolan-4-ylmethyl)-hydroxylamine in toluene was added (8.5 L total volume, about 8 moles of amine). The solution was stirred for at least 6 hours at 22°±5 C. Aqueous hydrochloric acid (9 L, 1.5 molar) ...